From a dataset of the Open Reaction Database (ORD), a public repository of structured organic reaction records. describe an organic reaction: reactants, conditions, products, and yield The reactants are CN(C(=O)OC(C)(C)C)c1ccc(C=Cc2ccc(OCCOCCOS(C)(=O)=O)cc2)cc1, CCCC[N+](CCCC)(CCCC)CCCC, C1CCOC1, ClCCl, [F-]. The product is CN(C(=O)OC(C)(C)C)c1ccc(C=Cc2ccc(OCCOCCF)cc2)cc1. RXN SMILES: [C:19]([CH3:20])([CH3:21])([CH3:22])[O:23][C:24](=[O:25])[N:26]([c:27]1[cH:28][cH:29][c:30]([CH:33]=[CH:34][c:35]2[cH:36][cH:37][c:38]([O:39][CH2:40][CH2:41][O:42][CH2:43][CH2:44][O:45][S:46]([CH3:47])(=[O:48])=[O:49])[cH:50][cH:51]2)[cH:31][cH:32]1)[CH3:52].[CH2:2]([N+:3]([CH2:4][CH2:5][CH2:6][CH3:7])([CH2:8][CH2:9][CH2:10][CH3:11])[CH2:12][CH2:13][CH2:14][CH3:15])[CH2:16][CH2:17][CH3:18].[CH2:56]1[O:57][CH2:58][CH2:59][CH2:60]1.[Cl:53][CH2:54][Cl:55].[F-:1]>>[F:1][CH2:44][CH2:43][O:42][CH2:41][CH2:40][O:39][c:38]1[cH:37][cH:36][c:35]([CH:34]=[CH:33][c:30]2[cH:29][cH:28][c:27]([N:26]([C:24]([O:23][C:19]([CH3:20])([CH3:21])[CH3:22])=[O:25])[CH3:52])[cH:32][cH:31]2)[cH:51][cH:50]1.